Dataset: the Open Reaction Database (ORD), a public repository of structured organic reaction records. Task: describe an organic reaction: reactants, conditions, products, and yield Reactants: CN(C)C=O, O=C1CCC(=O)N1Cl, CCCCC12CCC(=O)C=C1c1cc(F)c(N)c(Cl)c1C2. Product: CCCCC12CCC(=O)C(Cl)=C1c1cc(F)c(N)c(Cl)c1C2. As a reaction SMILES: [CH3:30][N:31]([CH3:32])[CH:33]=[O:34].[Cl:22][N:23]1[C:24](=[O:25])[CH2:26][CH2:27][C:28]1=[O:29].[NH2:1][c:2]1[c:3]([F:21])[cH:4][c:5]2[c:13]([c:14]1[Cl:15])[CH2:12][C:11]1([CH2:16][CH2:17][CH2:18][CH3:19])[C:6]2=[CH:7][C:8](=[O:20])[CH2:9][CH2:10]1>>[NH2:1][c:2]1[c:3]([F:21])[cH:4][c:5]2[c:13]([c:14]1[Cl:15])[CH2:12][C:11]1([CH2:16][CH2:17][CH2:18][CH3:19])[C:6]2=[C:7]([Cl:22])[C:8](=[O:20])[CH2:9][CH2:10]1. Reactants: ClC1=CC2=C(C(N=C(S2)C2=NC(=CC(=C2)CCC(=O)OC(C)(C)C)C)=O)C=C1 (tert-Butyl 3-[2-(7-chloro-4-oxo-4H-1,3-benzothiazin-2-yl)-6-methyl-4-pyridyl]propanoate). The solvent is FC(C(=O)O)(F)F (trifluoroacetic acid). Reaction conditions: temperature 0 celsius, time 2 hour. Yields the product ClC1=CC2=C(C(N=C(S2)C2=NC(=CC(=C2)CCC(=O)O)C)=O)C=C1 (3-[2-(7-Chloro-4-oxo-4H-1,3-benzothiazin-2-yl)-6-methyl-4-pyridyl]propionic acid). The yield is 82.0%. RXN SMILES: [Cl:1][C:2]1[CH:28]=[CH:27][C:5]2[C:6](=[O:26])[N:7]=[C:8]([C:10]3[CH:15]=[C:14]([CH2:16][CH2:17][C:18]([O:20]C(C)(C)C)=[O:19])[CH:13]=[C:12]([CH3:25])[N:11]=3)[S:9][C:4]=2[CH:3]=1>FC(F)(F)C(O)=O>[Cl:1][C:2]1[CH:28]=[CH:27][C:5]2[C:6](=[O:26])[N:7]=[C:8]([C:10]3[CH:15]=[C:14]([CH2:16][CH2:17][C:18]([OH:20])=[O:19])[CH:13]=[C:12]([CH3:25])[N:11]=3)[S:9][C:4]=2[CH:3]=1. Reported procedure: tert-Butyl 3-[2-(7-chloro-4-oxo-4H-1,3-benzothiazin-2-yl)-6-methyl-4-pyridyl]propanoate (0.90 g, 2.5 mmol) was dissolved in trifluoroacetic acid (8 ml), and the mixture was stirred at 0° C. for 2 hrs. The solvent was evaporated, and the residue was recrystallized from diisopropyl ether-ethanol to give the titled compound (0.74 g, 82%) as pale yellow crystals.